Dataset: the Open Reaction Database (ORD), a public repository of structured organic reaction records. Task: describe an organic reaction: reactants, conditions, products, and yield Starting materials: OC1=CC(=CC(=C1)O)O (1,3,5-trihydroxybenzene), C1(=CC=C(C=C1)S(=O)(=O)O)C (paratoluenesulphonic acid), NC=1C(=NC2=CC=CC=C2C1)C(=O)OCC (ethyl 3-amino-2-quinolinecarboxylate). Solvent: C(CCCCCC)O (heptan-1-ol). Reaction conditions: time 48 hour. Yields the product OC1=CC(=CC=2NC=3C=C4C(=NC3C(C21)=O)C=CC=C4)O (7,9-Dihydroxydibenzo[b,g][1,5]naphthyridin-6(11H)-one). RXN SMILES: O[C:2]1[CH:7]=[C:6]([OH:8])[CH:5]=[C:4]([OH:9])[CH:3]=1.C1(C)C=CC(S(O)(=O)=O)=CC=1.[NH2:21][C:22]1[C:23]([C:32](OCC)=[O:33])=[N:24][C:25]2[C:30]([CH:31]=1)=[CH:29][CH:28]=[CH:27][CH:26]=2>C(O)CCCCCC>[OH:8][C:6]1[C:7]2[C:32](=[O:33])[C:23]3[N:24]=[C:25]4[CH:26]=[CH:27][CH:28]=[CH:29][C:30]4=[CH:31][C:22]=3[NH:21][C:2]=2[CH:3]=[C:4]([OH:9])[CH:5]=1. Reported procedure: 3.5 g of 1,3,5-trihydroxybenzene and 62.5 mg of paratoluenesulphonic acid are added to a solution of 5 g of ethyl 3-amino-2-quinolinecarboxylate in 50 ml of heptan-1-ol. The mixture is stirred for 48 hours at reflux using a Dean Stark apparatus and then the reaction mixture is concentrated in vacuo. Chromatography on silica gel (cyclohexane/acetone 90/10) allows 5.2 g of the expected product to be isolated. Starting materials: BrC1CCOCC1, O=C([O-])[O-], CS(C)=O, [I-], [K+], [K+], [Na+], [Na+], O=S1(=O)CCN2C=CC=C(c3ccc(O)cc3)C2=N1, [OH-]. Yields the product O=S1(=O)CCN2C=CC=C(c3ccc(OC4CCOCC4)cc3)C2=N1. RXN SMILES: [Br:7][CH:8]1[CH2:9][CH2:10][O:11][CH2:12][CH2:13]1.[C:1](=[O:2])([O-:3])[O-:4].[CH3:37][S:38]([CH3:39])=[O:40].[I-:15].[K+:5].[K+:6].[Na+:14].[Na+:36].[O:16]=[S:17]1(=[O:34])[N:18]=[C:19]2[N:20]([CH2:21][CH2:22]1)[CH:23]=[CH:24][CH:25]=[C:26]2[c:27]1[cH:28][cH:29][c:30]([OH:33])[cH:31][cH:32]1.[OH-:35]>>[CH:8]1([O:33][c:30]2[cH:29][cH:28][c:27]([C:26]3=[CH:25][CH:24]=[CH:23][N:20]4[C:19]3=[N:18][S:17](=[O:16])(=[O:34])[CH2:22][CH2:21]4)[cH:32][cH:31]2)[CH2:9][CH2:10][O:11][CH2:12][CH2:13]1.